From a dataset of the Open Reaction Database (ORD), a public repository of structured organic reaction records. describe an organic reaction: reactants, conditions, products, and yield Reactants: C(C)(=O)OC(C(C(=O)[O-])(F)[C@@H](C1CC1)C1=CC=C(C=C1)Cl)CC1=CC(=C(C=C1)F)OC1=CC=CC=C1 (3-(acetyloxy)-2-[(S)-(4-chlorophenyl)(cyclopropyl)methyl]-2-fluoro-4-(4-fluoro-3-phenoxyphenyl)butanoate), [OH-].[Na+] (sodium hydroxide), CO (methanol). Solvent: O1CCCC1 (tetrahydrofuran). Product: ClC1=CC=C(C=C1)[C@@H](C(C(=O)O)(C(CC1=CC(=C(C=C1)F)OC1=CC=CC=C1)O)F)C1CC1 (2-[(S)-(4-chlorophenyl)(cyclopropyl)methyl]-2-fluoro-4-(4-fluoro-3-phenoxyphenyl)-3-hydroxybutanoic acid). Reaction SMILES: C([O:4][CH:5]([CH2:22][C:23]1[CH:28]=[CH:27][C:26]([F:29])=[C:25]([O:30][C:31]2[CH:36]=[CH:35][CH:34]=[CH:33][CH:32]=2)[CH:24]=1)[C:6]([C@H:11]([C:15]1[CH:20]=[CH:19][C:18]([Cl:21])=[CH:17][CH:16]=1)[CH:12]1[CH2:14][CH2:13]1)([F:10])[C:7]([O-:9])=[O:8])(=O)C.[OH-].[Na+].CO>O1CCCC1>[Cl:21][C:18]1[CH:19]=[CH:20][C:15]([C@H:11]([CH:12]2[CH2:14][CH2:13]2)[C:6]([F:10])([CH:5]([OH:4])[CH2:22][C:23]2[CH:28]=[CH:27][C:26]([F:29])=[C:25]([O:30][C:31]3[CH:36]=[CH:35][CH:34]=[CH:33][CH:32]=3)[CH:24]=2)[C:7]([OH:9])=[O:8])=[CH:16][CH:17]=1 |f:1.2|. Procedure details: A mixture of methyl (2R,3S or 2S,3R)-3-(acetyloxy)-2-[(S)-(4-chlorophenyl)(cyclopropyl)methyl]-2-fluoro-4-(4-fluoro-3-phenoxyphenyl)butanoate (Diastereomer B) (0.80 g, 1.50 mmol), aqueous sodium hydroxide (25 ml), methanol (20 ml) and tetrahydrofuran (5 ml) is refluxed for 1 hour. The organic solvents are removed in vacuo, the mixture is diluted with ethyl acetate and acidified to pH 3 with concentrated hydrochloric acid. The organic layer is separated, dried over anhydrous sodium sulfate and co... Starting materials: C(C)(=O)OCC (ethyl acetate), [H-].[Na+] (sodium hydride), IC1=CC=C(CBr)C=C1 (4-iodobenzyl bromide), C(C)C1=NN=C(S1)NC(C(F)(F)F)=O (5-ethyl-2-trifluoroacetylamino-1,3,4-thiadiazole). Solvent: CN(C=O)C (N,N-dimethylformamide). Reaction conditions: time 30 minute. The product is C(C)C1=NN(C(S1)=NC(C(F)(F)F)=O)CC1=CC=C(C=C1)I (5-ethyl-2-trifluoroacetylimino-3-(4-iodobenzyl)-1,3,4-thiadiazoline). Isolated yield 49.9%. Reaction SMILES: [H-].[Na+].[CH2:3]([C:5]1[S:9][C:8]([NH:10][C:11](=[O:16])[C:12]([F:15])([F:14])[F:13])=[N:7][N:6]=1)[CH3:4].[I:17][C:18]1[CH:25]=[CH:24][C:21]([CH2:22]Br)=[CH:20][CH:19]=1.C(OCC)(=O)C>CN(C)C=O>[CH2:3]([C:5]1[S:9][C:8](=[N:10][C:11](=[O:16])[C:12]([F:14])([F:15])[F:13])[N:7]([CH2:22][C:21]2[CH:24]=[CH:25][C:18]([I:17])=[CH:19][CH:20]=2)[N:6]=1)[CH3:4] |f:0.1|. Procedure details: To a suspension of sodium hydride (0.44 g) in N,N-dimethylformamide (10 ml) was added 5-ethyl-2-trifluoroacetylamino-1,3,4-thiadiazole (2.25 g) in three portions on ice. After the resulting mixture was stirred at the same temperature for 30 minutes, to the mixture was added 4-iodobenzyl bromide (2.97 g), and the mixture was stirred at room temperature for two hours. To the reaction mixture, ethyl acetate (50 ml) was added. The resulting mixture was washed successively with 10% aqueous citric aci... Solvent: C(Cl)(Cl)(Cl)Cl (carbon tetrachloride). Product: C1(=CC=CC=C1)C1=NC=CC(=C1)CBr (2-phenyl-4-bromomethylpyridine). Starting materials: C1(=CC=CC=C1)C1=NC=CC(=C1)C (2-phenyl-4-methylpyridine), C([O-])([O-])=O.[Na+].[Na+] (sodium carbonate), BrBr (bromine). Procedure details: To a solution of 100 mg of 2-phenyl-4-methylpyridine in 2 mL of carbon tetrachloride was added 300 mg of sodium carbonate and 100 mg of bromine. The reaction mixture was stirred and irradiated with a 500 W lamp for 1 h, filtered and the solvent removed by evaporation under reduced pressure to yield 2-phenyl-4-bromomethylpyridine which was used in the next step without further purification or characterization RXN SMILES: [C:1]1([C:7]2[CH:12]=[C:11]([CH3:13])[CH:10]=[CH:9][N:8]=2)[CH:6]=[CH:5][CH:4]=[CH:3][CH:2]=1.C(=O)([O-])[O-].[Na+].[Na+].[Br:20]Br>C(Cl)(Cl)(Cl)Cl>[C:1]1([C:7]2[CH:12]=[C:11]([CH2:13][Br:20])[CH:10]=[CH:9][N:8]=2)[CH:6]=[CH:5][CH:4]=[CH:3][CH:2]=1 |f:1.2.3|.